From a dataset of the Open Reaction Database (ORD), a public repository of structured organic reaction records. describe an organic reaction: reactants, conditions, products, and yield Reactants: O=C([O-])O, [Na+], O=C(OCc1ccc([N+](=O)[O-])cc1)C1=C(Oc2cccc(C(F)(F)F)c2)SC2CC(=O)N12, C1COCCO1, O. Product: [Na+], O=C([O-])C1=C(Oc2cccc(C(F)(F)F)c2)SC2CC(=O)N12. RXN SMILES: [C:33](=[O:34])([OH:35])[O-:36].[Na+:37].[O:1]=[C:2]1[CH2:3][CH:4]2[S:5][C:6]([O:22][c:23]3[cH:24][c:25]([C:29]([F:30])([F:31])[F:32])[cH:26][cH:27][cH:28]3)=[C:7]([C:9](=[O:10])[O:11][CH2:12][c:13]3[cH:14][cH:15][c:16]([N+:17]([O-:18])=[O:19])[cH:20][cH:21]3)[N:8]12.[O:38]1[CH2:39][CH2:40][O:41][CH2:42][CH2:43]1.[OH2:44]>>[Na+:37].[O:1]=[C:2]1[CH2:3][CH:4]2[S:5][C:6]([O:22][c:23]3[cH:24][c:25]([C:29]([F:30])([F:31])[F:32])[cH:26][cH:27][cH:28]3)=[C:7]([C:9](=[O:10])[O-:11])[N:8]12.